Dataset: the Open Reaction Database (ORD), a public repository of structured organic reaction records. Task: describe an organic reaction: reactants, conditions, products, and yield Yields the product OC1C(C(C(C1)=O)CCCCCCC(=O)OC)C#CC(CCCCC)OC1OCCCC1 (methyl 3(RS)-hydroxy-2-(3(RS)-[tetrahydropyran-2-yl]oxy-1-octynyl)-5-oxocyclopentane-heptanoate). Reported procedure: A solution of 1.47 parts of 3(RS)-(tetrahydropyran-2-yl)oxy-1-octyne in 7.1 parts of ether is treated at -40° with 2.6 parts by volume of a 2.3 M butyl lithium in hexane solution. The reaction mixture is stirred at room temperature for 1 hour, then cooled to -40°. 0.267 Part of aluminum trichloride is added and the mixture is stirred at room temperature for 2 hours. After that time, 0.240 part of methyl 3(RS)-hydroxy-5-oxocyclopent-1-eneheptanoate, dissolved in ether, is added and the resulting ... Run at time 1 hour. The solvent is CCCCCC (hexane), CCOCC (ether), CCOCC (ether), CCOCC (ether). The reactants are O1C(CCCC1)OC(C#C)CCCCC (3(RS)-(tetrahydropyran-2-yl)oxy-1-octyne), C(CCC)[Li] (butyl lithium), OC1C=C(C(C1)=O)CCCCCCC(=O)OC (methyl 3(RS)-hydroxy-5-oxocyclopent-1-eneheptanoate), 35.5, Cl (hydrochloric acid), [Cl-].[Cl-].[Cl-].[Al+3] (aluminum trichloride). As a reaction SMILES: [O:1]1[CH2:6][CH2:5][CH2:4][CH2:3][CH:2]1[O:7][CH:8]([CH2:11][CH2:12][CH2:13][CH2:14][CH3:15])[C:9]#[CH:10].C([Li])CCC.[Cl-].[Cl-].[Cl-].[Al+3].[OH:25][CH:26]1[CH2:30][C:29](=[O:31])[C:28]([CH2:32][CH2:33][CH2:34][CH2:35][CH2:36][CH2:37][C:38]([O:40][CH3:41])=[O:39])=[CH:27]1.Cl>CCCCCC.CCOCC>[OH:25][CH:26]1[CH2:30][C:29](=[O:31])[CH:28]([CH2:32][CH2:33][CH2:34][CH2:35][CH2:36][CH2:37][C:38]([O:40][CH3:41])=[O:39])[CH:27]1[C:10]#[C:9][CH:8]([O:7][CH:2]1[CH2:3][CH2:4][CH2:5][CH2:6][O:1]1)[CH2:11][CH2:12][CH2:13][CH2:14][CH3:15] |f:2.3.4.5|. The reactants are C(C=C)C1=CC=CC=C1 (allylbenzene), ClC(C(=O)Cl)(Cl)Cl (trichloroacetylchloride), P(=O)(Cl)(Cl)Cl (phosphorus oxychloride). Reagents/catalysts: [Cu].[Zn] (zinc-copper couple). Solvent: C(C)OCC (diethylether), C(C)OCC (diethylether). Conditions: time 1 hour. Product: C(C1=CC=CC=C1)C1C(C(C1)=O)(Cl)Cl ((RS)-3-benzyl-2,2-dichlorocyclobutanone). Yield: 19.9%. RXN SMILES: [CH2:1]([C:4]1[CH:9]=[CH:8][CH:7]=[CH:6][CH:5]=1)[CH:2]=[CH2:3].[Cl:10][C:11]([Cl:16])(Cl)[C:12](Cl)=[O:13].P(Cl)(Cl)(Cl)=O>C(OCC)C.[Cu].[Zn]>[CH2:1]([CH:2]1[CH2:3][C:12](=[O:13])[C:11]1([Cl:16])[Cl:10])[C:4]1[CH:9]=[CH:8][CH:7]=[CH:6][CH:5]=1 |f:4.5|. Reported procedure: To a room temperature mixture containing allylbenzene (1.84 g, 15.6 mmol), zinc-copper couple (5.1 g, 78 mmol) and diethylether (60 ml) was added dropwise a solution of trichloroacetylchloride (2.96 ml, 26.5 mmol) and phosphorus oxychloride (2.46 ml, 26.5 mmol) in diethylether (20 ml). The reaction mixture was stirred at room temperature for 1 hour, filtered and the filtrate was partially concentrated. The residue was neutralized with saturated NaHCO3. The aqueous phase was extracted with diethy... Starting materials: C(CCC)NC(C[C@@H]1OC(O[C@@H](C1)C=O)(C)C)=O (N-butyl-2-((4R,6S)-6-formyl-2,2-dimethyl-1,3-dioxan-4-yl)acetamide), (3R,5S)-tert-butyl 3,5,6-trihydroxy hexanoate, C(CCC)N (n-butylamine). Product: C(CCC)NC(C[C@@H](C[C@@H](CO)O)O)=O ((3R,5S)—N-butyl-3,5,6-trihydroxyhexanamide). Reaction SMILES: [CH2:1]([NH:5][C:6](=[O:18])[CH2:7][C@H:8]1[CH2:13][C@@H:12]([CH:14]=[O:15])[O:11]C(C)(C)[O:9]1)[CH2:2][CH2:3][CH3:4].C(N)CCC>>[CH2:1]([NH:5][C:6](=[O:18])[CH2:7][C@H:8]([OH:9])[CH2:13][C@H:12]([OH:11])[CH2:14][OH:15])[CH2:2][CH2:3][CH3:4]. Procedure: As per the PCT publication number WO2008/044243, the N-butyl-2-((4R,6S)-6-formyl-2,2-dimethyl-1,3-dioxan-4-yl)acetamide compound of formula-3a prepared by the reaction of (3R,5S)-tert-butyl 3,5,6-trihydroxy hexanoate with n-butylamine at 70-80° C. to provide the (3R,5S)—N-butyl-3,5,6-trihydroxyhexanamide, which on further reaction with 2,2-dimethoxy propane to provide N-butyl-2-((4R,6S)-6-(hydroxymethyl)-2,2-dimethyl-1,3-dioxan-4-yl)acetamide followed by oxidation with oxalyl chloride provides t...